Dataset: the Open Reaction Database (ORD), a public repository of structured organic reaction records. Task: describe an organic reaction: reactants, conditions, products, and yield Starting materials: C(C)OC(=O)C=1NC2=C(C(=CC=C2C1)Br)C (6-bromo-7-methyl-1H-indole-2-carboxylic acid ethyl ester), C(C)(C)(C)OC(=O)N1S(O[C@H](C1)C)(=O)=O ((S)-5-methyl-2,2-dioxo-(1,2,3]oxathiazolidine-3-carboxylic acid tert-butyl ester). The product is C(C)OC(=O)C=1N(C2=C(C(=CC=C2C1)Br)C)[C@@H](CNC(=O)OC(C)(C)C)C ((R)-6-Bromo-7-methyl-1-(2-tert-butoxycarbonylamino-1-methyl-ethyl)-1H-indole-2-carboxylic acid ethyl ester). Reaction SMILES: [CH2:1]([O:3][C:4]([C:6]1[NH:7][C:8]2[C:13]([CH:14]=1)=[CH:12][CH:11]=[C:10]([Br:15])[C:9]=2[CH3:16])=[O:5])[CH3:2].[C:17]([O:21][C:22]([N:24]1[CH2:28][C@H:27]([CH3:29])OS1(=O)=O)=[O:23])([CH3:20])([CH3:19])[CH3:18]>>[CH2:1]([O:3][C:4]([C:6]1[N:7]([C@H:27]([CH3:29])[CH2:28][NH:24][C:22]([O:21][C:17]([CH3:20])([CH3:19])[CH3:18])=[O:23])[C:8]2[C:13]([CH:14]=1)=[CH:12][CH:11]=[C:10]([Br:15])[C:9]=2[CH3:16])=[O:5])[CH3:2]. Procedure: The title compound, ISP-MS: m/e=439.5, 441.5 (M+H+), was prepared in accordance with the general method of example 49c) from 6-bromo-7-methyl-1H-indole-2-carboxylic acid ethyl ester and (S)-5-methyl-2,2-dioxo-(1,2,3]oxathiazolidine-3-carboxylic acid tert-butyl ester. The reactants are CNC (dimethylamine), N1C(=NC=C1)C=O (2-imidazolecarboxaldehyde), [BH4-].[Na+] (sodium borohydride). The solvent is CO (MeOH). Conditions: temperature 50 celsius. Product: N1C(=NC=C1)CN(C)C (1-(1H-imidazol-2-yl)-N,N-dimethylmethanamine). RXN SMILES: [NH:1]1[CH:5]=[CH:4][N:3]=[C:2]1[CH:6]=O.[CH3:8][NH:9][CH3:10].[BH4-].[Na+]>CO>[NH:1]1[CH:5]=[CH:4][N:3]=[C:2]1[CH2:6][N:9]([CH3:10])[CH3:8] |f:2.3|. Procedure: To a two-necked round-bottomed flask equipped with a reflux condenser and a pressure-equalizing addition funnel, was added 2-imidazolecarboxaldehyde (6 g, 62.5 mmol) in MeOH (60 mL). To this suspension (ambient temperature) was added a solution of dimethylamine (40% aqueous, 60 mL) at a fast dropping rate (20 min). After the addition was complete, solid sodium borohydride (7 g, 186.8 mmol,) was CAUTIOUSLY added portionwise over 45 min. Foaming occurred after each portion, and the internal temper... The reactants are ClC1=NC2=C(N(C1=O)C1=CC=C(C=C1)C)N=CC=C2 (2-chloro-3,4-dihydro-4-(4-methylphenyl)-3-oxopyrido[2,3-b]pyrazine), [O-]CC.[Na+] (sodium ethoxide). Solvent: C(C)O (ethanol). Yields the product C(C)OC1=NC2=C(N(C1=O)C1=CC=C(C=C1)C)N=CC=C2 (3,4-Dihydro-2-ethoxy-4-(4-methylphenyl)-3-oxopyrido[2,3-b]pyrazine). Reaction SMILES: Cl[C:2]1[C:7](=[O:8])[N:6]([C:9]2[CH:14]=[CH:13][C:12]([CH3:15])=[CH:11][CH:10]=2)[C:5]2[N:16]=[CH:17][CH:18]=[CH:19][C:4]=2[N:3]=1.[O-:20][CH2:21][CH3:22].[Na+]>C(O)C>[CH2:21]([O:20][C:2]1[C:7](=[O:8])[N:6]([C:9]2[CH:14]=[CH:13][C:12]([CH3:15])=[CH:11][CH:10]=2)[C:5]2[N:16]=[CH:17][CH:18]=[CH:19][C:4]=2[N:3]=1)[CH3:22] |f:1.2|. Procedure details: Preparation as in Example 26 but using 2-chloro-3,4-dihydro-4-(4-methylphenyl)-3-oxopyrido[2,3-b]pyrazine and sodium ethoxide in ethanol gave the title compound which was identified by NMR Delta 1.50 (t) 3H, delta 2.43 (s) 3H, delta 4.59 (q) 2H, delta 7.05-7.45 (m) 5H, delta 7.91 (q) 1H, delta 8.27 (q) 1H. Starting materials: CC(=O)OCC(CC(C)C)n1ccc2c([N+](=O)[O-])cccc2c1=O, CO, [Pd]. The product is CC(=O)OCC(CC(C)C)n1ccc2c(N)cccc2c1=O. As a reaction SMILES: [C:1]([CH3:2])(=[O:3])[O:4][CH2:5][CH:6]([CH2:7][CH:8]([CH3:9])[CH3:10])[n:11]1[c:12](=[O:24])[c:13]2[cH:14][cH:15][cH:16][c:17]([N+:21]([O-:22])=[O:23])[c:18]2[cH:19][cH:20]1.[CH3:25][OH:26].[Pd:27]>>[C:1]([CH3:2])(=[O:3])[O:4][CH2:5][CH:6]([CH2:7][CH:8]([CH3:9])[CH3:10])[n:11]1[c:12](=[O:24])[c:13]2[cH:14][cH:15][cH:16][c:17]([NH2:21])[c:18]2[cH:19][cH:20]1.